From a dataset of the Open Reaction Database (ORD), a public repository of structured organic reaction records. describe an organic reaction: reactants, conditions, products, and yield Reactants: acid chloride, Cl.CN (methylamine hydrochloride), C(C)(C)N(CC)C(C)C (Diisopropylethylamine), ClCC1=CC=C(C(=O)O)C=C1 (4-(chloromethyl)-benzoic acid), S(=O)(Cl)Cl (thionyl chloride). The solvent is ClCCl (dichloromethane), O (water), C1(=CC=CC=C1)C (toluene), C1(=CC=CC=C1)C (toluene). Conditions: time 45 minute. Product: ClCC1=CC=C(C(=O)NC)C=C1 (4-(chloromethyl)-N-methyl-benzamide). As a reaction SMILES: [Cl:1][CH2:2][C:3]1[CH:11]=[CH:10][C:6]([C:7](O)=[O:8])=[CH:5][CH:4]=1.S(Cl)(Cl)=O.Cl.CN.[CH:19]([N:22](C(C)C)CC)(C)C>C1(C)C=CC=CC=1.ClCCl.O>[Cl:1][CH2:2][C:3]1[CH:11]=[CH:10][C:6]([C:7]([NH:22][CH3:19])=[O:8])=[CH:5][CH:4]=1 |f:2.3|. Procedure details: To a solution of 4-(chloromethyl)-benzoic acid (8.53 g, 50 mmol) in toluene (100 mL) was added thionyl chloride (14.5 mL, 200 mmol) at room temperature. The resulting solution was heated at reflux for 15 hours. The reaction mixture was cooled to room temperature and concentrated under vacuum. The resulting oily residue was azeotroped with toluene and dried under high vacuum to obtain the crude acid chloride. To a suspension of the above crude acid chloride (50 mmol) in dichloromethane (110 mL) w... As a reaction SMILES: [Cl:1][C:2]1[CH:3]=[C:4]([CH:18]=[CH:19][CH:20]=1)[NH:5][C:6]1[N:11]=[C:10]([C:12]2[NH:16][C:15]([CH3:17])=[N:14][CH:13]=2)[CH:9]=[CH:8][N:7]=1.Cl[C:22]1C=C(NC(N)=N)C=CC=1>>[Cl:1][C:2]1[CH:3]=[C:4]([CH:18]=[CH:19][CH:20]=1)[NH:5][C:6]1[N:11]=[C:10]([C:12]2[N:16]([CH3:22])[C:15]([CH3:17])=[N:14][CH:13]=2)[CH:9]=[CH:8][N:7]=1. Yield: 29.3%. Procedure details: 5-(3-Dimethylaminoprop-2-en-1-oyl)-1,2-dimethylimidazole (Method 1; 111 mg, 0.58 mmol) and 3-chlorophenylguanidine (97 mg, 0.58 mmol) were treated as described in Example 1 to give the title compound 51 mg, (29%) as a solid. NMR: 2.40 (s, 3H), 3.97 (s, 3H), 6.98 (d, 1H), 7.15 (d, 1H), 7.30 (t, 1H), 7.58 (d, 1H), 7.67 (s, 1H), 7.97 (s, 1H), 8.40 (d, 1H), 9.68 (s, 1H); m/z: 300. Product: ClC=1C=C(NC2=NC=CC(=N2)C2=CN=C(N2C)C)C=CC1 (2-(3-Chloroanilino)-4-(1,2-dimethylimidazol-5-yl)pyrimidine). Reactants: ClC=1C=C(NC2=NC=CC(=N2)C2=CN=C(N2)C)C=CC1 (2-(3-Chloroanilino)-4-(2-methylimidazol-5-yl)pyrimidin), ClC=1C=C(C=CC1)NC(=N)N (3-chlorophenylguanidine). Run at temperature 40 celsius, time 30 minute. As a reaction SMILES: [Cl-].O[NH3+:3].[C:4](=[O:7])([O-])[OH:5].[Na+].CS(C)=O.[CH2:13]([C:15]1[N:16]([C:40]2[CH:45]=[CH:44][C:43]([O:46][CH:47]([CH3:49])[CH3:48])=[CH:42][CH:41]=2)[C:17](=[O:39])[C:18]([CH2:24][C:25]2[CH:30]=[CH:29][C:28]([C:31]3[C:32]([C:37]#[N:38])=[CH:33][CH:34]=[CH:35][CH:36]=3)=[CH:27][CH:26]=2)=[C:19]([CH2:21][CH2:22][CH3:23])[N:20]=1)[CH3:14]>O>[CH2:13]([C:15]1[N:16]([C:40]2[CH:45]=[CH:44][C:43]([O:46][CH:47]([CH3:49])[CH3:48])=[CH:42][CH:41]=2)[C:17](=[O:39])[C:18]([CH2:24][C:25]2[CH:30]=[CH:29][C:28]([C:31]3[CH:36]=[CH:35][CH:34]=[CH:33][C:32]=3[C:37]3[NH:3][C:4](=[O:7])[O:5][N:38]=3)=[CH:27][CH:26]=2)=[C:19]([CH2:21][CH2:22][CH3:23])[N:20]=1)[CH3:14] |f:0.1,2.3|. Reported procedure: A mixture of hydroxylammonium chloride (1.2 g), sodium hydrogen carbonate (1.7 g) and dimethyl sulfoxide (10 mL) was stirred at 40° C. for 30 min, 4′-{[2-ethyl-1-(4-isopropoxyphenyl)-6-oxo-4-propyl-1,6-dihydropyrimidin-5-yl]methyl}biphenyl-2-carbonitrile (0.51 g) was added, and the mixture was stirred at 90° C. for 24 hr. The mixture was allowed to cool to room temperature, water was added to the reaction mixture, and the precipitated solid was collected by filtration. The obtained solid was dis... Product: C(C)C1=NC(=C(C(N1C1=CC=C(C=C1)OC(C)C)=O)CC1=CC=C(C=C1)C1=C(C=CC=C1)C1=NOC(N1)=O)CCC (2-ethyl-3-(4-isopropoxyphenyl)-5-{[2′-(5-oxo-4,5-dihydro-1,2,4-oxadiazol-3-yl)biphenyl-4-yl]methyl}-6-propylpyrimidin-4(3H)-one). Reactants: [Cl-].O[NH3+] (hydroxylammonium chloride), C(O)([O-])=O.[Na+] (sodium hydrogen carbonate), CS(=O)C (dimethyl sulfoxide), C(C)C=1N(C(C(=C(N1)CCC)CC1=CC=C(C=C1)C=1C(=CC=CC1)C#N)=O)C1=CC=C(C=C1)OC(C)C (4′-{[2-ethyl-1-(4-isopropoxyphenyl)-6-oxo-4-propyl-1,6-dihydropyrimidin-5-yl]methyl}biphenyl-2-carbonitrile). The yield is 63.0%. Run in O (water). The reactants are N1=C(C=C(C=C1)C(=O)O)C(=O)O (pyridine-2,4-dicarboxylic acid), C(C)OCCO (ethylene glycol monoethyl ether), acid chloride. Yields the product N1=C(C=C(C=C1)C(=O)OCCOCC)C(=O)OCCOCC (Bis(2-ethoxy-ethyl) pyridine-2,4-dicarboxylate). Reaction SMILES: [N:1]1[CH:6]=[CH:5][C:4]([C:7]([OH:9])=[O:8])=[CH:3][C:2]=1[C:10]([OH:12])=[O:11].[CH2:13]([O:15][CH2:16][CH2:17]O)[CH3:14]>>[N:1]1[CH:6]=[CH:5][C:4]([C:7]([O:9][CH2:14][CH2:13][O:15][CH2:16][CH3:17])=[O:8])=[CH:3][C:2]=1[C:10]([O:12][CH2:17][CH2:16][O:15][CH2:13][CH3:14])=[O:11]. Procedure details: As described in Example 26, 10 g of pyridine-2,4-dicarboxylic acid are reacted with ethylene glycol monoethyl ether via the acid chloride. The reaction mixture is worked up analogously to Example 26. The product is obtained as an oil. Yield 7.2 g Yields the product [N+](=O)([O-])C1=C(C(=CC(=C1C)C)[N+](=O)[O-])O (2,6-dinitro-3,4-xylenol). Solvent: ClCCl (dichloromethane), ClCCl (dichloromethane). Starting materials: C1(=CC(=C(C=C1)C)C)O (3,4-xylenol), [N+](=O)(O)[O-] (nitric acid), [N+](=O)([O-])C1(C(C=C(C=C1)O)C)C (4-nitro-3,4-xylenol), [N+](=O)([O-])C1=C(C=CC(=C1C)C)O (2-nitro-3,4-xylenol). RXN SMILES: [N+:1]([O-])([OH:3])=[O:2].C1(O)C=CC(C)=C(C)C=1.[N+:14]([C:17]1[C:22]([CH3:23])=[C:21]([CH3:24])[CH:20]=[CH:19][C:18]=1[OH:25])([O-:16])=[O:15].[N+](C1(C)C=CC(O)=CC1C)([O-])=O>ClCCl>[N+:14]([C:17]1[C:22]([CH3:23])=[C:21]([CH3:24])[CH:20]=[C:19]([N+:1]([O-:3])=[O:2])[C:18]=1[OH:25])([O-:16])=[O:15]. Procedure: A mixture of 630 grams (5 moles/ of a 50% aqueous nitric acid and 400 ml dichloromethane were introduced in a two liter flask fitted with a stirrer, a reflex condenser, a dropping funnel and a thermometer. To this stirred mixture was added dropwise a solution of 245 g (2 moles) 3,4-xylenol in 400 ml dichloromethane, during two hours, maintaining the temperature at 20°-25° C. After another hour stirring at the same temperature the reaction mixture was heated to reflux (about 40° C.) until the sta... Run at temperature 40 celsius, time 2 hour.